describe an organic reaction: reactants, conditions, products, and yield From a dataset of the Open Reaction Database (ORD), a public repository of structured organic reaction records. The reactants are CCOCC, CC(C)(C)OC(=O)NC1CCN(Cc2ccc(Cl)c(F)c2)CC1, ClCCl, [Na+], [OH-], O=C(O)C(F)(F)F. Yields the product NC1CCN(Cc2ccc(Cl)c(F)c2)CC1. As a reaction SMILES: [CH3:33][CH2:34][O:35][CH2:36][CH3:37].[Cl:1][c:2]1[c:3]([F:23])[cH:4][c:5]([CH2:6][N:7]2[CH2:8][CH2:9][CH:10]([NH:13][C:14](=[O:15])[O:16][C:17]([CH3:18])([CH3:19])[CH3:20])[CH2:11][CH2:12]2)[cH:21][cH:22]1.[Cl:38][CH2:39][Cl:40].[Na+:32].[OH-:31].[OH:24][C:25]([C:26]([F:27])([F:28])[F:29])=[O:30]>>[Cl:1][c:2]1[c:3]([F:23])[cH:4][c:5]([CH2:6][N:7]2[CH2:8][CH2:9][CH:10]([NH2:13])[CH2:11][CH2:12]2)[cH:21][cH:22]1. Reactants: BrC1=CC(=C(C=C1)C1=CC=C(C=C1)CCC1(COC(OC1)(C)C)NC(C)=O)F (N-{5-[2-(4′-bromo-2′-fluorobiphenyl-4-yl)ethyl]-2,2-dimethyl-1,3-dioxan-5-yl}acetamide), FC1=C(C=CC(=C1)C)S (2-fluoro-4-methylbenzenethiol), C(C)(C)N(CC)C(C)C (diisopropylethylamine), C1(=CC=CC=C1)P(C1=CC=CC=2C(C3=CC=CC(=C3OC12)P(C1=CC=CC=C1)C1=CC=CC=C1)(C)C)C1=CC=CC=C1 (4,5-bis(diphenylphosphino)-9,9-dimethylxanthene). Reagents/catalysts: C1=CC=C(C=C1)/C=C/C(=O)/C=C/C2=CC=CC=C2.C1=CC=C(C=C1)/C=C/C(=O)/C=C/C2=CC=CC=C2.C1=CC=C(C=C1)/C=C/C(=O)/C=C/C2=CC=CC=C2.C(Cl)(Cl)Cl.[Pd].[Pd] (tris(dibenzylideneacetone)dipalladium(0) chloroform adduct). Solvent: O (Water), O1CCOCC1 (1,4-dioxane). Conditions: temperature 80 celsius, time 4 hour. Product: NC(CO)(CO)CCC1=CC=C(C=C1)C1=C(C=C(C=C1)SC1=C(C=C(C=C1)C)F)F (2-amino-2-{2-[2′-fluoro-4′-(2-fluoro-4-methylphenylthio)biphenyl-4-yl]ethyl}propane-1,3-diol). The yield is 20.5%. RXN SMILES: Br[C:2]1[CH:7]=[CH:6][C:5]([C:8]2[CH:13]=[CH:12][C:11]([CH2:14][CH2:15][C:16]3([NH:24]C(=O)C)[CH2:21][O:20]C(C)(C)[O:18][CH2:17]3)=[CH:10][CH:9]=2)=[C:4]([F:28])[CH:3]=1.[F:29][C:30]1[CH:35]=[C:34]([CH3:36])[CH:33]=[CH:32][C:31]=1[SH:37].C(N(C(C)C)CC)(C)C.C1(P(C2C=CC=CC=2)C2C3OC4C(=CC=CC=4P(C4C=CC=CC=4)C4C=CC=CC=4)C(C)(C)C=3C=CC=2)C=CC=CC=1>O1CCOCC1.C1C=CC(/C=C/C(/C=C/C2C=CC=CC=2)=O)=CC=1.C1C=CC(/C=C/C(/C=C/C2C=CC=CC=2)=O)=CC=1.C1C=CC(/C=C/C(/C=C/C2C=CC=CC=2)=O)=CC=1.C(Cl)(Cl)Cl.[Pd].[Pd].O>[NH2:24][C:16]([CH2:15][CH2:14][C:11]1[CH:12]=[CH:13][C:8]([C:5]2[CH:6]=[CH:7][C:2]([S:37][C:31]3[CH:32]=[CH:33][C:34]([CH3:36])=[CH:35][C:30]=3[F:29])=[CH:3][C:4]=2[F:28])=[CH:9][CH:10]=1)([CH2:21][OH:20])[CH2:17][OH:18] |f:5.6.7.8.9.10|. Reported procedure: A solution of N-{5-[2-(4′-bromo-2′-fluorobiphenyl-4-yl)ethyl]-2,2-dimethyl-1,3-dioxan-5-yl}acetamide (225 mg) of Reference Example 10, 2-fluoro-4-methylbenzenethiol (71 mg), diisopropylethylamine (129 mg), tris(dibenzylideneacetone)dipalladium(0) chloroform adduct (12.9 mg) and 4,5-bis(diphenylphosphino)-9,9-dimethylxanthene (Xantphos) (14.9 mg) in 1,4-dioxane (2 mL) was heated under reflux for 6 hr under a nitrogen atmosphere. Water was added to the reaction mixture, and the mixture was extract... Starting materials: [Al+3], CC(C)[O-], CC(=O)C=CCC(C)CCC=C(C)C, CC(C)[O-], CC(C)[O-], CC(C)=O. Product: CC(C)=CCCC(C)CC=CC(C)O. Reaction SMILES: [Al+3:19].[CH3:15][CH:16]([CH3:17])[O-:18].[CH3:1][CH:2]([CH2:3][CH:4]=[CH:5][C:6]([CH3:7])=[O:8])[CH2:9][CH2:10][CH:11]=[C:12]([CH3:13])[CH3:14].[CH3:20][CH:21]([CH3:22])[O-:23].[CH3:24][CH:25]([CH3:26])[O-:27].[CH3:28][C:29](=[O:30])[CH3:31]>>[CH3:1][CH:2]([CH2:3][CH:4]=[CH:5][CH:6]([CH3:7])[OH:8])[CH2:9][CH2:10][CH:11]=[C:12]([CH3:13])[CH3:14]. The reactants are NC1=C(C2=C(S1)C=CC=C2)C(=O)OCC (ethyl 2-aminobenzo[b]thiophene-3-carboxlate), FC1=C(C(=CC(=C1)F)F)[N+](=O)[O-] (2,4,6-trifluoronitrobenzene). The solvent is CS(=O)C (dimethyl sulfoxide). The product is FC=1C(=C(NC2=C(C3=C(S2)C=CC=C3)C(=O)OCC)C=C(C1)F)[N+](=O)[O-] (ethyl 2-(3,5-difluoro-2-nitroanilino)benzo[b]thiophene-3-carboxylate). Reaction SMILES: [NH2:1][C:2]1[S:6][C:5]2[CH:7]=[CH:8][CH:9]=[CH:10][C:4]=2[C:3]=1[C:11]([O:13][CH2:14][CH3:15])=[O:12].[F:16][C:17]1[CH:22]=[C:21]([F:23])[CH:20]=[C:19](F)[C:18]=1[N+:25]([O-:27])=[O:26]>CS(C)=O>[F:16][C:17]1[C:18]([N+:25]([O-:27])=[O:26])=[C:19]([CH:20]=[C:21]([F:23])[CH:22]=1)[NH:1][C:2]1[S:6][C:5]2[CH:7]=[CH:8][CH:9]=[CH:10][C:4]=2[C:3]=1[C:11]([O:13][CH2:14][CH3:15])=[O:12]. Procedure: In the same manner as in Starting Material Synthesis Example 4 and using ethyl 2-aminobenzo[b]thiophene-3-carboxlate, 2,4,6-trifluoronitrobenzene and dimethyl sulfoxide, ethyl 2-(3,5-difluoro-2-nitroanilino)benzo[b]thiophene-3-carboxylate is obtained. Reactants: O=C(O)CCc1ccc(Br)cc1, Cl[Al](Cl)Cl, O=S(Cl)Cl. Yields the product O=C1CCc2ccc(Br)cc21. Reaction SMILES: [Br:1][c:2]1[cH:3][cH:4][c:5]([CH2:8][CH2:9][C:10](=[O:11])[OH:12])[cH:6][cH:7]1.[Cl:17][Al:18]([Cl:19])[Cl:20].[S:13]([Cl:14])([Cl:15])=[O:16]>>[Br:1][c:2]1[cH:3][c:4]2[c:5]([cH:6][cH:7]1)[CH2:8][CH2:9][C:10]2=[O:12]. Reactants: CC(C)(C)OC(=O)N1CC(N=[N+]=[N-])C1, CCO. Yields the product CC(C)(C)OC(=O)N1CC(N)C1. As a reaction SMILES: [C:1]([CH3:2])([CH3:3])([CH3:4])[O:5][C:6](=[O:7])[N:8]1[CH2:9][CH:10]([N:12]=[N+:13]=[N-:14])[CH2:11]1.[CH3:15][CH2:16][OH:17]>>[C:1]([CH3:2])([CH3:3])([CH3:4])[O:5][C:6](=[O:7])[N:8]1[CH2:9][CH:10]([NH2:12])[CH2:11]1. Reactants: [N+](=O)([O-])C1=NN(C=N1)C1=CC(=CC=C1)C(F)(F)F (3-nitro-1-(3-(trifluoromethyl)phenyl)-1H-1,2,4-triazole). Reagents/catalysts: [Pd] (Pd/C). The solvent is CO (methanol). Conditions: temperature 25 celsius, time 3 hour. Product: FC(C=1C=C(C=CC1)N1N=C(N=C1)N)(F)F (1-(3-(trifluoromethyl)phenyl)-1H-1,2,4-triazol-3-amine). The yield is 101.7%. As a reaction SMILES: [N+:1]([C:4]1[N:8]=[CH:7][N:6]([C:9]2[CH:14]=[CH:13][CH:12]=[C:11]([C:15]([F:18])([F:17])[F:16])[CH:10]=2)[N:5]=1)([O-])=O>CO.[Pd]>[F:17][C:15]([F:16])([F:18])[C:11]1[CH:10]=[C:9]([N:6]2[CH:7]=[N:8][C:4]([NH2:1])=[N:5]2)[CH:14]=[CH:13][CH:12]=1. Reported procedure: Into a 100-mL round bottom flask, was placed a solution of 3-nitro-1-(3-(trifluoromethyl)phenyl)-1H-1,2,4-triazole (1 g, 3.88 mmol, 1.00 equiv) in methanol (20 mL). The mixture was treated with Pd/C (1 g) and stirred under an atmosphere of hydrogen for 3 h at 25° C. in an oil bath. The solids were filtered out. The resulting mixture was concentrated under vacuum to yield 900 mg of crude product as a white solid. Reactants: O.FC(S(=O)(=O)O)(F)F (trifluoromethane sulfonic acid monohydrate), [OH-].[Ca+2].[OH-] (calcium hydroxide). Run in C1CCCCC1 (cyclohexane). Yields the product FC(S(=O)(=O)[O-])(F)F.[Ca+2].FC(S(=O)(=O)[O-])(F)F (calcium trifluoromethane sulfonate). As a reaction SMILES: O.[F:2][C:3]([F:9])([F:8])[S:4]([OH:7])(=[O:6])=[O:5].[OH-].[Ca+2:11].[OH-]>C1CCCCC1>[F:2][C:3]([F:9])([F:8])[S:4]([O-:7])(=[O:6])=[O:5].[Ca+2:11].[F:2][C:3]([F:9])([F:8])[S:4]([O-:7])(=[O:6])=[O:5] |f:0.1,2.3.4,6.7.8|. Procedure details: The trace amount of trifluoromethane sulfonic acid monohydrate in the non-aqueous, cyclohexane-rich phase is neutralized with calcium hydroxide to produce calcium trifluoromethane sulfonate, which is filtered from the finished product. The calcium trifluoromethane sulfonate can be converted to trifluoromethane sulfonic acid monohydrate and the recovered trifluoromethane sulfonic acid monohydrate reused. The reactants are FC(C1=C(CN2CCC(CC2)C=O)C=CC(=C1)C(F)(F)F)(F)F (1-[2,4-bis(trifluoromethyl)benzyl]piperidine-4-carbaldehyde), C1(CC1)C#CCNC1=NC(SC1)=O (4-[(3-cyclopropylprop-2-yn-1-yl)amino]-1,3-thiazol-2(5H)-one), C(C)(=O)[O-].[NH2+]1CCCCC1 (piperidinium acetate). Run in CC(C)O (2-propanol). Conditions: temperature 80 celsius, time 1 hour. The product is FC(C1=C(CN2CCC(CC2)\C=C/2\C(=NC(S2)=O)NCC#CC2CC2)C=CC(=C1)C(F)(F)F)(F)F ((5Z)-5-({1-[2,4-bis(trifluoromethyl)benzyl]piperidin-4-yl}methylidene)-4-[(3-cyclopropylprop-2-yn-1-yl)amino]-1,3-thiazol-2(5H)-one). Isolated yield 68.4%. Reaction SMILES: [F:1][C:2]([F:23])([F:22])[C:3]1[CH:17]=[C:16]([C:18]([F:21])([F:20])[F:19])[CH:15]=[CH:14][C:4]=1[CH2:5][N:6]1[CH2:11][CH2:10][CH:9]([CH:12]=O)[CH2:8][CH2:7]1.[CH:24]1([C:27]#[C:28][CH2:29][NH:30][C:31]2[CH2:35][S:34][C:33](=[O:36])[N:32]=2)[CH2:26][CH2:25]1.C([O-])(=O)C.[NH2+]1CCCCC1>CC(O)C>[F:23][C:2]([F:1])([F:22])[C:3]1[CH:17]=[C:16]([C:18]([F:21])([F:20])[F:19])[CH:15]=[CH:14][C:4]=1[CH2:5][N:6]1[CH2:11][CH2:10][CH:9](/[CH:12]=[C:35]2/[C:31]([NH:30][CH2:29][C:28]#[C:27][CH:24]3[CH2:26][CH2:25]3)=[N:32][C:33](=[O:36])[S:34]/2)[CH2:8][CH2:7]1 |f:2.3|. Procedure details: To a solution of 1-[2,4-bis(trifluoromethyl)benzyl]piperidine-4-carbaldehyde (1.5 g) in 2-propanol (20 mL) were added 4-[(3-cyclopropylprop-2-yn-1-yl)amino]-1,3-thiazol-2(5H)-one (1.29 g) and piperidinium acetate (0.64 g). The reaction mixture was stirred at 80° C. for 1 hr, and the solvent was evaporated under reduced pressure. Water was added to the residue, and the mixture was extracted with ethyl acetate. The extract was washed with saturated brine, and dried over anhydrous magnesium sulfate...